Dataset: the Open Reaction Database (ORD), a public repository of structured organic reaction records. Task: describe an organic reaction: reactants, conditions, products, and yield The product is FC(S(=O)(=O)O)(F)F.FC(S(=O)(=O)O)(F)F.S[C@H]1C[C@H](N(C1)C(=O)OCC1=CC=C(C=C1)[N+](=O)[O-])C(NC(CN1CCCC1)C)=O ((2S, 4S)-4-Mercapto-2-(1-methyl-2-pyrrolidinylethylcarbamoyl)-1-(4-nitrobenzyloxycarbonyl)pyrrolidine bis(trifluoromethanesulfonate)). Run in C1(=CC=CC=C1)OC (anisole). Reaction SMILES: COC1C=CC(C[S:8][C@@H:9]2[CH2:13][N:12]([C:14]([O:16][CH2:17][C:18]3[CH:23]=[CH:22][C:21]([N+:24]([O-:26])=[O:25])=[CH:20][CH:19]=3)=[O:15])[C@H:11]([C:27](=[O:37])[NH:28][CH:29]([CH3:36])[CH2:30][N:31]3[CH2:35][CH2:34][CH2:33][CH2:32]3)[CH2:10]2)=CC=1.FC(F)(F)C(O)=O.[F:47][C:48]([F:54])([F:53])[S:49]([OH:52])(=[O:51])=[O:50]>C1(OC)C=CC=CC=1>[F:47][C:48]([F:54])([F:53])[S:49]([OH:52])(=[O:51])=[O:50].[F:47][C:48]([F:54])([F:53])[S:49]([OH:52])(=[O:51])=[O:50].[SH:8][C@@H:9]1[CH2:13][N:12]([C:14]([O:16][CH2:17][C:18]2[CH:23]=[CH:22][C:21]([N+:24]([O-:26])=[O:25])=[CH:20][CH:19]=2)=[O:15])[C@H:11]([C:27](=[O:37])[NH:28][CH:29]([CH3:36])[CH2:30][N:31]2[CH2:35][CH2:34][CH2:33][CH2:32]2)[CH2:10]1 |f:4.5.6|. Starting materials: ice, FC(C(=O)O)(F)F (trifluoroacetic acid), FC(S(=O)(=O)O)(F)F (trifluoromethanesulfonic acid), COC1=CC=C(CS[C@H]2C[C@H](N(C2)C(=O)OCC2=CC=C(C=C2)[N+](=O)[O-])C(NC(CN2CCCC2)C)=O)C=C1 ((2S, 4S)-4-(4-methoxybenzylthio)-2-(1-methyl-2-pyrrolidinylethylcarbamoyl)-1-(4-nitrobenzyloxycarbonyl)pyrrolidine). Procedure: 369 mg of (2S, 4S)-4-(4-methoxybenzylthio)-2-(1-methyl-2-pyrrolidinylethylcarbamoyl)-1-(4-nitrobenzyloxycarbonyl)pyrrolidine (prepared as described in Preparation 2) were suspended in 720 μl of anisole, and the suspension was placed on an ice bath. Maintaining the suspension on the ice bath, 3.6 ml of trifluoroacetic acid and 128 μl of trifluoromethanesulfonic acid were added to it, and it was then stirred for 1 hour at room temperature. At the end of this time, the solvent was removed by distil... Run at time 1 hour. Starting materials: BrBr (Bromine), [OH-].[Na+] (sodium hydroxide), ClC1=C(C=CC(=C1C)F)C(C)=O (1-(2-chloro-4-fluoro-3-methylphenyl)ethanone). Solvent: O (Water), O1CCOCC1 (1,4-dioxane). Run at temperature 10 celsius, time 2 hour. Yields the product ClC1=C(C(=O)O)C=CC(=C1C)F (2-Chloro-4-fluoro-3-methyl benzoic acid). As a reaction SMILES: BrBr.[OH-:3].[Na+].[Cl:5][C:6]1[C:11]([CH3:12])=[C:10]([F:13])[CH:9]=[CH:8][C:7]=1[C:14](=[O:16])C>O.O1CCOCC1>[Cl:5][C:6]1[C:11]([CH3:12])=[C:10]([F:13])[CH:9]=[CH:8][C:7]=1[C:14]([OH:16])=[O:3] |f:1.2|. Procedure details: Bromine (7.61 mL, 148 mmol) was added dropwise to sodium hydroxide (19.70 g, 492 mmol) dissolved in Water (80 mL) maintaining temperature<10° C. 1-(2-chloro-4-fluoro-3-methylphenyl)ethanone (I73) (9.19 g, 49.2 mmol) dissolved in 1,4-dioxane (80 mL) was added dropwise at 0° C. and the mixture was stirred at room temperature for 2 hours. The reaction mixture was washed with chloroform (2×20 mL) and the aqueous phase acidified to pH1 with concentrated hydrochloric acid. The resulting precipitate wa... Starting materials: FC1=C(C=C(C=C1)F)S(=O)(=O)NC1=C(C(=CC=C1)CO)F (2,5-difluoro-N-(2-fluoro-3-hydroxymethyl-phenyl)-benzenesulfonamide), I(=O)(=O)C1=C(C(=O)O)C=CC=C1 (2-iodoxybenzoic acid), O (water). The solvent is O1CCCC1 (tetrahydrofuran). Reaction conditions: time 16 hour. The product is FC1=C(C=C(C=C1)F)S(=O)(=O)NC1=C(C(=CC=C1)C=O)F (2,5-difluoro-N-(2-fluoro-3-formyl-phenyl)-benzenesulfonamide). Isolated yield 100.1%. As a reaction SMILES: [F:1][C:2]1[CH:7]=[CH:6][C:5]([F:8])=[CH:4][C:3]=1[S:9]([NH:12][C:13]1[CH:18]=[CH:17][CH:16]=[C:15]([CH2:19][OH:20])[C:14]=1[F:21])(=[O:11])=[O:10].I(C1C=CC=CC=1C(O)=O)(=O)=O.O>O1CCCC1>[F:1][C:2]1[CH:7]=[CH:6][C:5]([F:8])=[CH:4][C:3]=1[S:9]([NH:12][C:13]1[CH:18]=[CH:17][CH:16]=[C:15]([CH:19]=[O:20])[C:14]=1[F:21])(=[O:11])=[O:10]. Procedure: 2,5-Difluoro-N-(2-fluoro-3-hydroxymethyl-phenyl)-benzenesulfonamide (75, 950 mg, 2.99 mmol) and stabilized 2-iodoxybenzoic acid (2.608 g, 45%, 4.2 mmol) are dissolved in 150 mL of tetrahydrofuran and the reaction is stirred at room temperature for 16 hours. The reaction is poured into water and extracted with ethyl acetate. The organic layer is washed with brine, dried over sodium sulfate, filtered and the filtrate is concentrated under vacuum. The resulting material is purified by silica gel co...